This data is from the Open Reaction Database (ORD), a public repository of structured organic reaction records. The task is: describe an organic reaction: reactants, conditions, products, and yield Starting materials: N-butanol, C(C1=CN=CC=C1)(=O)O (nicotinic acid). Solvent: C1(=CC=CC=C1)C (toluene). Run at temperature 116 celsius, time 6 hour. Yields the product C(C1=CN=CC=C1)(=O)OCCCC (Butyl Nicotinate). The yield is 192.3%. As a reaction SMILES: [C:1]([OH:9])(=[O:8])[C:2]1[CH:7]=[CH:6][CH:5]=[N:4][CH:3]=1>C1(C)C=CC=CC=1>[C:1]([O:9][CH2:1][CH2:2][CH2:7][CH3:6])(=[O:8])[C:2]1[CH:7]=[CH:6][CH:5]=[N:4][CH:3]=1. Procedure details: N-butanol (133.2 g, 1.8 mol), nicotinic acid (73.8 g, 0.6 mol) and toluene (45.0 g) were charged to a 450 mL pressure reactor kettle equipped with mechanical stir, a pressure take-out trap, and a thermocouple. The reactor was sparged with nitrogen and heated to 116° C., sealed, then heated to 220° C. and held for 6 hours. The mixture was then removed from the reaction kettle and volatiles removed under vacuum on a rotary evaporator at 60° C. The product was then filtered through celite on a Buch... Reactants: CS(=O)(=O)Cl, CO, COCOc1ccc(NC(=O)C(C)(C)C)c(C)c1OC, Cl, O, c1ccncc1. Product: COc1c(OS(C)(=O)=O)ccc(NC(=O)C(C)(C)C)c1C. As a reaction SMILES: [CH3:23][S:24]([Cl:25])(=[O:26])=[O:27].[CH3:28][OH:29].[CH3:2][O:3][c:4]1[c:5]([CH3:21])[c:6]([NH:14][C:15]([C:16]([CH3:17])([CH3:18])[CH3:19])=[O:20])[cH:7][cH:8][c:9]1[O:10][CH2:11][O:12][CH3:13].[ClH:1].[OH2:22].[cH:30]1[cH:31][cH:32][n:33][cH:34][cH:35]1>>[CH3:2][O:3][c:4]1[c:5]([CH3:21])[c:6]([NH:14][C:15]([C:16]([CH3:17])([CH3:18])[CH3:19])=[O:20])[cH:7][cH:8][c:9]1[O:10][S:24]([CH3:23])(=[O:26])=[O:27]. The reactants are OC(CCCCCC)C(CCCCCC)=O (7-hydroxytetradecan-8-one), C(C)(S)S (ethane dithiol), C1(=CC=C(C=C1)S(=O)(=O)O)C (p-toluenesulphonic acid). Yields the product C(CCCCC)C=1SCCSC1CCCCCC (2,3-dihexyl-5,6-dihydro-1,4-dithiin). Yield: 67.8%. RXN SMILES: O[CH:2]([C:9](=O)[CH2:10][CH2:11][CH2:12][CH2:13][CH2:14][CH3:15])[CH2:3][CH2:4][CH2:5][CH2:6][CH2:7][CH3:8].[CH:17]([SH:20])(S)[CH3:18].C1(C)C=CC([S:27](O)(=O)=O)=CC=1>>[CH2:3]([C:2]1[S:27][CH2:18][CH2:17][S:20][C:9]=1[CH2:10][CH2:11][CH2:12][CH2:13][CH2:14][CH3:15])[CH2:4][CH2:5][CH2:6][CH2:7][CH3:8]. Procedure: The method of Example 4 was used, using 7-hydroxytetradecan-8-one (22.8 g), ethane dithiol (9.4 g) and p-toluenesulphonic acid (0.5 g) to give 2,3-dihexyl-5,6-dihydro-1,4-dithiin as a greenish oil, bp 145°-155°/0.09 mm, yield 67.8%. NMR (CDCl3) 3.13 δ (singlet), 0.7-2.4 δ (complex series of multiplets). Starting materials: OCCN(C)CCCCCCCCCCCCCCCCCC (N-(2-hydroxyethyl)-N-methyloctadecylamine), C(CCCCCCCCCCCCCCCCC)(=O)O (octadecanoic acid). Run at temperature 180 celsius. The product is C(CCCCCCCCCCCCCCCCC)(=O)OCCN(C)CCCCCCCCCCCCCCCCCC (N-(2-octadecanoyloxyethyl)-N-methyloctadecylamine). The yield is 96.5%. RXN SMILES: [OH:1][CH2:2][CH2:3][N:4]([CH2:6][CH2:7][CH2:8][CH2:9][CH2:10][CH2:11][CH2:12][CH2:13][CH2:14][CH2:15][CH2:16][CH2:17][CH2:18][CH2:19][CH2:20][CH2:21][CH2:22][CH3:23])[CH3:5].[C:24](O)(=[O:42])[CH2:25][CH2:26][CH2:27][CH2:28][CH2:29][CH2:30][CH2:31][CH2:32][CH2:33][CH2:34][CH2:35][CH2:36][CH2:37][CH2:38][CH2:39][CH2:40][CH3:41]>>[C:24]([O:1][CH2:2][CH2:3][N:4]([CH2:6][CH2:7][CH2:8][CH2:9][CH2:10][CH2:11][CH2:12][CH2:13][CH2:14][CH2:15][CH2:16][CH2:17][CH2:18][CH2:19][CH2:20][CH2:21][CH2:22][CH3:23])[CH3:5])(=[O:42])[CH2:25][CH2:26][CH2:27][CH2:28][CH2:29][CH2:30][CH2:31][CH2:32][CH2:33][CH2:34][CH2:35][CH2:36][CH2:37][CH2:38][CH2:39][CH2:40][CH3:41]. Procedure: A four-neck flask provided with a stirrer, a thermometer and a dehydrating tube was charged with 200 g of the N-(2-hydroxyethyl)-N-methyloctadecylamine and 174 g of octadecanoic acid. The mixture was heated to 180° C. and maintained at this temperature for 12 hours while distilling off the water thus formed. Thus 350 g of N-(2-octadecanoyloxyethyl)-N-methyloctadecylamine was obtained. Based on the NMR and IR spectra, it was confirmed that this product had the following structure. This compound w... Reactants: C(C=1C(C(=O)O)=CC=CC1)(=O)OC (methyl hydrogen phthalate), S(=O)(Cl)Cl (thionyl chloride), CC1=C(N)C=CC=C1 (2-methylaniline), solution, [S-]C#N.[NH4+] (ammonium thiocyanate). Solvent: C(Cl)(Cl)Cl (chloroform), O (water), CCCCCC (hexane). Product: C(=O)(OC)C1=C(C(=O)NC(=S)NC2=C(C=CC=C2)C)C=CC=C1 (1-(2-CARBOMETHOXYBENZOYL)-3-(2-METHYLPHENYL) THIOUREA). The yield is 62.0%. As a reaction SMILES: [C:1]([O:12][CH3:13])(=[O:11])[C:2]1[C:3](=[CH:7][CH:8]=[CH:9][CH:10]=1)[C:4]([OH:6])=O.S(Cl)(Cl)=O.[S-:18][C:19]#[N:20].[NH4+].[CH3:22][C:23]1[CH:29]=[CH:28][CH:27]=[CH:26][C:24]=1[NH2:25]>CCCCCC.O.C(Cl)(Cl)Cl>[C:1]([C:2]1[CH:10]=[CH:9][CH:8]=[CH:7][C:3]=1[C:4]([NH:20][C:19]([NH:25][C:24]1[CH:26]=[CH:27][CH:28]=[CH:29][C:23]=1[CH3:22])=[S:18])=[O:6])([O:12][CH3:13])=[O:11] |f:2.3|. Procedure: To a 25 ml of dry chloroform, 5.4 g (0.03 m) methyl hydrogen phthalate and 3.9 g (0.033 m) thionyl chloride is added. Stir and reflux for 3 hours and cool to room temperature. To this solution 2.3 g (0.03 m) ammonium thiocyanate is added and the mixture is stirred for 3 hours at room temperature until it changed to bellow. Finally, 3.2 g (0.03 m) 2-methylaniline is added and stirred at room temperature overnight. The mixture is added to water and then some hexane is added to give fine precipitat... Reactants: ClC=1C=C(COCC2=CC=CC(=N2)NC(C(C)(C)C)=O)C=CC1 (N-[6-(3-chloro-benzyloxymethyl)-pyridin-2-yl]-2,2-dimethyl-propionamide), [OH-].[Na+] (NaOH). Yields the product ClC=1C=C(COCC2=CC=CC(=N2)N)C=CC1 (6-(3-Chloro-benzyloxymethyl)-pyridin-2-ylamine). RXN SMILES: [Cl:1][C:2]1[CH:3]=[C:4]([CH:21]=[CH:22][CH:23]=1)[CH2:5][O:6][CH2:7][C:8]1[N:13]=[C:12]([NH:14]C(=O)C(C)(C)C)[CH:11]=[CH:10][CH:9]=1.[OH-].[Na+]>>[Cl:1][C:2]1[CH:3]=[C:4]([CH:21]=[CH:22][CH:23]=1)[CH2:5][O:6][CH2:7][C:8]1[N:13]=[C:12]([NH2:14])[CH:11]=[CH:10][CH:9]=1 |f:1.2|. Procedure details: This material was prepared in analogy to example 86 step B] from N-[6-(3-chloro-benzyloxymethyl)-pyridin-2-yl]-2,2-dimethyl-propionamide (0.75 g) and 3M aqueous NaOH (4.51 mL) as a brown liquid (0.56 g). MS (ESI): 249.1 (MH+). The reactants are C(C1=CC=CC=C1)N1C(SC(C1=O)=CN(C1=CC=C(C=C1)O)C)=S (3-benzyl-5-{[N-(4-hydroxyphenyl)-methylamino]-methylene}-2-thioxothiazolidin-4-one), C(=O)([O-])[O-].[K+].[K+] (K2CO3), COCCBr (2-bromoethyl methyl ether). Solvent: CN(C)C=O (DMF), C(Cl)(Cl)Cl (CHCl3). Run at temperature 50 celsius. The product is C(C1=CC=CC=C1)N1C(SC(C1=O)=CN(C1=CC=C(C=C1)OCCOC)C)=S (3-benzyl-5-({N-[4-(2-methoxy-ethoxy)-phenyl]-methylamino}-methylene)-2-thioxothiazolidin-4-one). Isolated yield 72.4%. As a reaction SMILES: [CH2:1]([N:8]1[C:12](=[O:13])[C:11](=[CH:14][N:15]([CH3:23])[C:16]2[CH:21]=[CH:20][C:19]([OH:22])=[CH:18][CH:17]=2)[S:10][C:9]1=[S:24])[C:2]1[CH:7]=[CH:6][CH:5]=[CH:4][CH:3]=1.C([O-])([O-])=O.[K+].[K+].[CH3:31][O:32][CH2:33][CH2:34]Br>CN(C=O)C.C(Cl)(Cl)Cl>[CH2:1]([N:8]1[C:12](=[O:13])[C:11](=[CH:14][N:15]([CH3:23])[C:16]2[CH:17]=[CH:18][C:19]([O:22][CH2:34][CH2:33][O:32][CH3:31])=[CH:20][CH:21]=2)[S:10][C:9]1=[S:24])[C:2]1[CH:3]=[CH:4][CH:5]=[CH:6][CH:7]=1 |f:1.2.3|. Procedure details: To a solution of 3-benzyl-5-{[N-(4-hydroxyphenyl)-methylamino]-methylene}-2-thioxothiazolidin-4-one (71 mg, 0.20 mmol) in DMF (1.0 mL, anhyd) was added anhyd K2CO3 (29 mg, 0.21 mmol) and 2-bromoethyl methyl ether (20 μL, 0.21 mmol). The reaction mixture was heated at 50° C. After 20 h the reaction mixture was cooled, diluted with CHCl3 (50 mL), washed with H2O (3×25 mL) and brine, dried over anhyd Na2SO4, concentrated and then chromatographed (silica gel, 0:100 to 20:80 EtOAc-DCM) to give the ti... As a reaction SMILES: [C:1]1(=[O:26])[c:2]2[c:3]([cH:22][cH:23][cH:24][cH:25]2)[C:4](=[O:21])[N:5]1[CH:6]([CH:7]=[CH2:8])[CH:9]([CH2:10][CH2:11][O:12][CH2:13][c:14]1[cH:15][cH:16][cH:17][cH:18][cH:19]1)[F:20].[CH3:27][Si:28]([I:29])([CH3:30])[CH3:31].[Cl:32][CH2:33][Cl:34]>>[C:1]1(=[O:26])[c:2]2[c:3]([cH:22][cH:23][cH:24][cH:25]2)[C:4](=[O:21])[N:5]1[CH:6]([CH:7]=[CH2:8])[CH:9]([CH2:10][CH2:11][OH:12])[F:20]. Reactants: C=CC(C(F)CCOCc1ccccc1)N1C(=O)c2ccccc2C1=O, C[Si](C)(C)I, ClCCl. Yields the product C=CC(C(F)CCO)N1C(=O)c2ccccc2C1=O.